The task is: describe an organic reaction: reactants, conditions, products, and yield. This data is from the Open Reaction Database (ORD), a public repository of structured organic reaction records. The reactants are CO, COC(=O)c1cc(C)nc(OC)n1, [Na+], [OH-], O. Yields the product COc1nc(C)cc(C(=O)O)n1. Reaction SMILES: [CH3:16][OH:17].[CH3:1][O:2][c:3]1[n:4][c:5]([CH3:13])[cH:6][c:7]([C:9](=[O:10])[O:11][CH3:12])[n:8]1.[Na+:15].[OH-:14].[OH2:18]>>[CH3:1][O:2][c:3]1[n:4][c:5]([CH3:13])[cH:6][c:7]([C:9](=[O:10])[OH:11])[n:8]1. Starting materials: C(C)(=O)OCC(COC(C)=O)N1C(C2=CC=CC(=C2C=C1)N)=O (2-(5-Amino-1-oxoisoquinolin-2(1H)-yl)propane-1,3-diyl diacetate), N(=O)[O-].[Na+] (sodium nitrite), CS(=O)C (dimethyl sulfoxide), I (hydrogen iodide), CS(=O)C (dimethyl sulfoxide), C(=O)(O)[O-].[Na+] (NaHCO3). Conditions: temperature 35 celsius, time 45 minute. Product: C(C)(=O)OCC(COC(C)=O)N1C(C2=CC=CC(=C2C=C1)I)=O (2-(5-Iodo-1-oxoisoquinolin-2(1H)-yl)propane-1,3-diyl diacetate). As a reaction SMILES: [C:1]([O:4][CH2:5][CH:6]([N:12]1[CH:21]=[CH:20][C:19]2[C:14](=[CH:15][CH:16]=[CH:17][C:18]=2N)[C:13]1=[O:23])[CH2:7][O:8][C:9](=[O:11])[CH3:10])(=[O:3])[CH3:2].N([O-])=O.[Na+].CS(C)=O.[IH:32].C([O-])(O)=O.[Na+]>>[C:1]([O:4][CH2:5][CH:6]([N:12]1[CH:21]=[CH:20][C:19]2[C:14](=[CH:15][CH:16]=[CH:17][C:18]=2[I:32])[C:13]1=[O:23])[CH2:7][O:8][C:9](=[O:11])[CH3:10])(=[O:3])[CH3:2] |f:1.2,5.6|. Procedure details: 2-(5-Amino-1-oxoisoquinolin-2(1H)-yl)propane-1,3-diyl diacetate (4.2 g, 0.013 mol) was added to a solution of sodium nitrite (4 g, 0.05 mol) in dimethyl sulfoxide (70 mL, 1 mol) at 35° C. Aqueous hydrogen iodide (7 mL, 0.05 mol) in dimethyl sulfoxide (70 mL, 1 mol) was added, the mixture was stirred at 35° C. for 45 minutes. The cooled mixture was neutralized with sat. aq. NaHCO3, extracted with CH2Cl2 (50 mL×3), washed with brine, and dried over MgSO4. Filtered, evaporated and purified via flas...